The task is: describe an organic reaction: reactants, conditions, products, and yield. This data is from the Open Reaction Database (ORD), a public repository of structured organic reaction records. The reactants are CC(=O)OC[C@@H]1[C@H]([C@@H]([C@H]([C@H](O1)Br)OC(=O)C)OC(=O)C)OC(=O)C (acetobromoglucose), [N+](=O)([O-])C1=CC=C(C=C1)[O-].[Na+] (sodium 4-nitrophenolate), CC(=O)C (acetone), [OH-].[Na+] (sodium hydroxide). Run in O (water), O (water). Reaction conditions: time 18 hour. The product is C(C)(=O)O[C@H]1[C@H](OC2=CC=C(C=C2)[N+](=O)[O-])O[C@@H]([C@H]([C@@H]1OC(C)=O)OC(C)=O)COC(C)=O (4-nitrophenyl (2,3,4,6-tetra-O-acetyl)-β-D-glucopyranoside). Yield: 24.9%. RXN SMILES: [CH3:1][C:2]([O:4][CH2:5][C@H:6]1[O:11][C@H:10](Br)[C@H:9]([O:13][C:14]([CH3:16])=[O:15])[C@@H:8]([O:17][C:18]([CH3:20])=[O:19])[C@@H:7]1[O:21][C:22]([CH3:24])=[O:23])=[O:3].[N+:25]([C:28]1[CH:33]=[CH:32][C:31]([O-:34])=[CH:30][CH:29]=1)([O-:27])=[O:26].[Na+].CC(C)=O.[OH-].[Na+]>O>[C:14]([O:13][C@@H:9]1[C@@H:8]([O:17][C:18](=[O:19])[CH3:20])[C@H:7]([O:21][C:22](=[O:23])[CH3:24])[C@@H:6]([CH2:5][O:4][C:2](=[O:3])[CH3:1])[O:11][C@H:10]1[O:34][C:31]1[CH:32]=[CH:33][C:28]([N+:25]([O-:27])=[O:26])=[CH:29][CH:30]=1)(=[O:15])[CH3:16] |f:1.2,4.5|. Procedure details: To a mixture of 15 g of acetobromoglucose, 7.92 g of sodium 4-nitrophenolate and 50 ml of acetone was added 300 mg of sodium hydroxide in 15 ml of water. This mixture was stirred for 18 hours, poured into 400 ml of water and the precipitate was filtered off. The residue was dissolved in 200 ml of methylene chloride, washed with 100 ml of aqueous sodium bicarbonate solution, dried and passed through a pad of hydrous magnesium silicate. Evaporation of the solvent and crystallization yielded 4.26 g... Reactants: NC=1C=C(C=CC1)C1=CC(=CC=C1C)C(=O)NC1=CC(=CC=C1)C(F)(F)F (3′-amino-6-methyl-N-[3-(trifluoromethyl)phenyl]biphenyl-3-carboxamide), BrC=1C(=NC=CC1)Cl (3-bromo-2-chloropyridine). Run in CO (methanol). Run at temperature 180 celsius, time 72 hour. Yields the product BrC=1C(=NC=CC1)NC=1C=C(C=CC1)C1=CC(=CC=C1C)C(=O)NC1=CC(=CC=C1)C(F)(F)F (3′-[(3-Bromopyridin-2-yl)amino]-6-methyl-N-[3-(trifluoromethyl)phenyl]biphenyl-3-carboxamide). Yield: 40.3%. As a reaction SMILES: [NH2:1][C:2]1[CH:3]=[C:4]([C:8]2[C:13]([CH3:14])=[CH:12][CH:11]=[C:10]([C:15]([NH:17][C:18]3[CH:23]=[CH:22][CH:21]=[C:20]([C:24]([F:27])([F:26])[F:25])[CH:19]=3)=[O:16])[CH:9]=2)[CH:5]=[CH:6][CH:7]=1.[Br:28][C:29]1[C:30](Cl)=[N:31][CH:32]=[CH:33][CH:34]=1>CO>[Br:28][C:29]1[C:30]([NH:1][C:2]2[CH:3]=[C:4]([C:8]3[C:13]([CH3:14])=[CH:12][CH:11]=[C:10]([C:15]([NH:17][C:18]4[CH:23]=[CH:22][CH:21]=[C:20]([C:24]([F:25])([F:26])[F:27])[CH:19]=4)=[O:16])[CH:9]=3)[CH:5]=[CH:6][CH:7]=2)=[N:31][CH:32]=[CH:33][CH:34]=1. Procedure: A mixture of 3′-amino-6-methyl-N-[3-(trifluoromethyl)phenyl]biphenyl-3-carboxamide (150 mg, 0.41 mmol) and 3-bromo-2-chloropyridine (90 mg, 0.47 mmol) was heated neat to 180° C. in an oil bath. The temperature was increased to 200° C., and then heating was discontinued and the reaction mixture was allowed to stir for 72 h. The resulting solid was dissolved in methanol and purified by flash column chromatography (eluting with a gradient of 0-40% ethyl acetate in hexanes) to afford product (87 mg,...